This data is from the Open Reaction Database (ORD), a public repository of structured organic reaction records. The task is: describe an organic reaction: reactants, conditions, products, and yield Starting materials: COC(=O)C=1C=C(C=CC1C(=O)OC)C1=CC(=CC=C1)[N+](=O)[O-] (3′-nitro-[1,1′-biphenyl]-3,4-dicarboxylic acid dimethyl ester). The reagents and catalysts are [Pd] (Pd/C). Solvent: O1CCCC1 (tetrahydrofuran). The product is COC(=O)C=1C=C(C=CC1C(=O)OC)C1=CC(=CC=C1)N (3′-Amino-[1,1′-biphenyl]-3,4-dicarboxylic acid dimethyl ester). As a reaction SMILES: [CH3:1][O:2][C:3]([C:5]1[CH:6]=[C:7]([C:15]2[CH:20]=[CH:19][CH:18]=[C:17]([N+:21]([O-])=O)[CH:16]=2)[CH:8]=[CH:9][C:10]=1[C:11]([O:13][CH3:14])=[O:12])=[O:4]>O1CCCC1.[Pd]>[CH3:1][O:2][C:3]([C:5]1[CH:6]=[C:7]([C:15]2[CH:20]=[CH:19][CH:18]=[C:17]([NH2:21])[CH:16]=2)[CH:8]=[CH:9][C:10]=1[C:11]([O:13][CH3:14])=[O:12])=[O:4]. Procedure: n.m.r. (DMSO-d6) δ values include 3.77 (s, 2 H), 3.91 (s, 3 H), 3.92 (s, 3 H), 6.70 (m, 1 H), 6.89 (s, 1 H), 6.97 (d, 1 H), 7.21 (d, 1 H), 7.69 (m, 1 H), 7.79 (d, 1 H), 7.85 (m, 1 H); from 3′-nitro-[1,1′-biphenyl]-3,4-dicarboxylic acid dimethyl ester (0.8 g) and 10% Pd/C (560 mg) in tetrahydrofuran (30 mL). The reactants are CCCCC(=O)c1c(-c2ccc3c(Br)c(OCC(=O)OCC)ccc3c2)sc2ccccc12, C1CCOC1, Cl, [K+], [OH-], O. Product: CCCCC(=O)c1c(-c2ccc3c(Br)c(OCC(=O)O)ccc3c2)sc2ccccc12. RXN SMILES: [CH2:1]([CH3:2])[O:3][C:4]([CH2:5][O:6][c:7]1[c:8]([Br:32])[c:9]2[cH:10][cH:11][c:12](-[c:17]3[c:18]([C:26]([CH2:27][CH2:28][CH2:29][CH3:30])=[O:31])[c:19]4[c:20]([s:21]3)[cH:22][cH:23][cH:24][cH:25]4)[cH:13][c:14]2[cH:15][cH:16]1)=[O:33].[CH2:37]1[O:38][CH2:39][CH2:40][CH2:41]1.[ClH:36].[K+:35].[OH-:34].[OH2:42]>>[O:3]=[C:4]([CH2:5][O:6][c:7]1[c:8]([Br:32])[c:9]2[cH:10][cH:11][c:12](-[c:17]3[c:18]([C:26]([CH2:27][CH2:28][CH2:29][CH3:30])=[O:31])[c:19]4[c:20]([s:21]3)[cH:22][cH:23][cH:24][cH:25]4)[cH:13][c:14]2[cH:15][cH:16]1)[OH:33]. Starting materials: [OH-].[Li+] (lithium hydroxide), C(CCCCC)C=1C=NC2=C(C=CC=C2C1)C(=O)NC=1C=C(OCC(=O)OC(C)C)C=CC1 (isopropyl 2-(3-(3-hexylquinoline-8-carboxamido)phenoxy)acetate). Run in O (water). Reaction conditions: time 20 hour. Yields the product C(CCCCC)C=1C=NC2=C(C=CC=C2C1)C(=O)NC=1C=C(OCC(=O)O)C=CC1 (2-(3-(3-Hexylquinoline-8-carboxamido)phenoxy)acetic acid). Isolated yield 92.6%. Reaction SMILES: [OH-].[Li+].[CH2:3]([C:9]1[CH:10]=[N:11][C:12]2[C:17]([CH:18]=1)=[CH:16][CH:15]=[CH:14][C:13]=2[C:19]([NH:21][C:22]1[CH:23]=[C:24]([CH:33]=[CH:34][CH:35]=1)[O:25][CH2:26][C:27]([O:29]C(C)C)=[O:28])=[O:20])[CH2:4][CH2:5][CH2:6][CH2:7][CH3:8]>O>[CH2:3]([C:9]1[CH:10]=[N:11][C:12]2[C:17]([CH:18]=1)=[CH:16][CH:15]=[CH:14][C:13]=2[C:19]([NH:21][C:22]1[CH:23]=[C:24]([CH:33]=[CH:34][CH:35]=1)[O:25][CH2:26][C:27]([OH:29])=[O:28])=[O:20])[CH2:4][CH2:5][CH2:6][CH2:7][CH3:8] |f:0.1|. Procedure: Aqueous 2 N lithium hydroxide (0.7 mL, 1.4 mmol) and water (0.7 mL) were added to a solution of isopropyl 2-(3-(3-hexylquinoline-8-carboxamido)phenoxy)acetate (210 mg, 0.47 mmol) in THE (5.0 mL) and the solution was stirred at room temperature. After 20 h, the THF was removed in vacuo. The residual aqueous phase was adjusted to pH 4-5 with 1 N aqueous HCl and extracted with EtOAc (3×). The combined organic phase was dried (MgSO4), filtered and concentrated in vacuo to afford 177 mg (93%) of the ... Starting materials: C(C)OC(COC1=CC=C(C=C1)C1=CC=CC=C1)=O ((Biphenyl-4-yloxy)-acetic acid ethyl ester), CC(C)C[AlH]CC(C)C (DIBAL-H). Solvent: C1(=CC=CC=C1)C (toluene), C1(=CC=CC=C1)C (toluene). Run at temperature -78 celsius, time 1 hour. Yields the product C1(=CC=C(C=C1)OCCO)C1=CC=CC=C1 (2-(Biphenyl-4-yloxy)-ethanol). Reaction SMILES: C([O:3][C:4](=O)[CH2:5][O:6][C:7]1[CH:12]=[CH:11][C:10]([C:13]2[CH:18]=[CH:17][CH:16]=[CH:15][CH:14]=2)=[CH:9][CH:8]=1)C.CC(C[AlH]CC(C)C)C>C1(C)C=CC=CC=1>[C:10]1([C:13]2[CH:14]=[CH:15][CH:16]=[CH:17][CH:18]=2)[CH:9]=[CH:8][C:7]([O:6][CH2:5][CH2:4][OH:3])=[CH:12][CH:11]=1. Procedure details: To a solution of (Biphenyl-4-yloxy)-acetic acid ethyl ester (0.63 g, 2.46 mmol) in dry toluene (15 mL) at −78° C. was added DIBAL-H 1M in toluene (4.92 mL, 4.92 mmol). The solution was stirred at −78° C. for 1 hour, warmed to room temperature and quenched with mixture of a solution of sodium tartrate in water and ethyl acetate for 1 hour. The layers were separated and the aqueous phase further extracted with ethyl acetate. The combined organic layers were dried (MgSO4), concentrated under vacuum... Reactants: [Cl-].C(CCCCCCC\C=C/CCCCCCCC)[NH2+]CC(O)(O)O (oleyltrihydroxyethylammonium chloride), C(C=CC1=CC=CC=C1)(=O)[O-].[Na+] (sodium cinnamate). Run in C(C(C)C)O (isobutyl alcohol). Product: C(C=CC1=CC=CC=C1)(=O)[O-].C(CCCCCCC\C=C/CCCCCCCC)[NH2+]CC(O)(O)O (oleyltrihydroxyethylammonium cinnamate). Yield: 90.8%. As a reaction SMILES: [Cl-].[CH2:2]([NH2+:20][CH2:21][C:22]([OH:25])([OH:24])[OH:23])[CH2:3][CH2:4][CH2:5][CH2:6][CH2:7][CH2:8][CH2:9]/[CH:10]=[CH:11]\[CH2:12][CH2:13][CH2:14][CH2:15][CH2:16][CH2:17][CH2:18][CH3:19].[C:26]([O-:36])(=[O:35])[CH:27]=[CH:28][C:29]1[CH:34]=[CH:33][CH:32]=[CH:31][CH:30]=1.[Na+]>C(O)C(C)C>[C:26]([O-:36])(=[O:35])[CH:27]=[CH:28][C:29]1[CH:30]=[CH:31][CH:32]=[CH:33][CH:34]=1.[CH2:2]([NH2+:20][CH2:21][C:22]([OH:25])([OH:23])[OH:24])[CH2:3][CH2:4][CH2:5][CH2:6][CH2:7][CH2:8][CH2:9]/[CH:10]=[CH:11]\[CH2:12][CH2:13][CH2:14][CH2:15][CH2:16][CH2:17][CH2:18][CH3:19] |f:0.1,2.3,5.6|. Reported procedure: A four-necked flask fitted with stirrer and condenser means was charged with 43.3 g of oleyltrihydroxyethylammonium chloride, 20 g of sodium cinnamate and 200 g of isobutyl alcohol and the reaction was conducted at 40°-50° C. in an atmosphere of nitrogen gas introduced at a low flow rate for 6 hours. The precipitate was then collected by filtration and washed with 30 ml of isobutyl alcohol. The filtrate and the washings were combined and concentrated under reduced pressure and the residue was di... Reactants: N#Cc1cnc(Cl)cc1Cl, [H-], [Na+], OCCOC1CCCCO1, CN(C)C=O. Product: N#Cc1cnc(Cl)cc1OCCOC1CCCCO1. Reaction SMILES: [Cl:13][c:14]1[cH:15][c:16]([Cl:22])[n:17][cH:18][c:19]1[C:20]#[N:21].[H-:11].[Na+:12].[O:1]1[CH:2]([O:7][CH2:8][CH2:9][OH:10])[CH2:3][CH2:4][CH2:5][CH2:6]1.[O:23]=[CH:24][N:25]([CH3:26])[CH3:27]>>[O:1]1[CH:2]([O:7][CH2:8][CH2:9][O:10][c:14]2[cH:15][c:16]([Cl:22])[n:17][cH:18][c:19]2[C:20]#[N:21])[CH2:3][CH2:4][CH2:5][CH2:6]1.